Dataset: the Open Reaction Database (ORD), a public repository of structured organic reaction records. Task: describe an organic reaction: reactants, conditions, products, and yield Reactants: [BH4-], COCCOC, CN1CCOCC1, O=C(O)C1=Cc2c(Cl)cccc2Oc2ccccc21, CC(C)COC(=O)Cl, Cl, [Na+], [Na+], [OH-], O. Product: OCC1=Cc2c(Cl)cccc2Oc2ccccc21. RXN SMILES: [BH4-:35].[CH2:40]([CH2:41][O:42][CH3:43])[O:44][CH3:45].[CH3:1][N:2]1[CH2:3][CH2:4][O:5][CH2:6][CH2:7]1.[Cl:16][c:17]1[cH:18][cH:19][cH:20][c:21]2[c:27]1[CH:26]=[C:25]([C:28](=[O:29])[OH:30])[c:24]1[c:23]([cH:34][cH:33][cH:32][cH:31]1)[O:22]2.[Cl:8][C:9]([O:10][CH2:11][CH:12]([CH3:13])[CH3:14])=[O:15].[ClH:37].[Na+:36].[Na+:39].[OH-:38].[OH2:46]>>[Cl:16][c:17]1[cH:18][cH:19][cH:20][c:21]2[c:27]1[CH:26]=[C:25]([CH2:28][OH:29])[c:24]1[c:23]([cH:34][cH:33][cH:32][cH:31]1)[O:22]2. Starting materials: ClCCl, O=C1CC(CO)CN1c1ccc(F)cc1. Product: O=CC1CC(=O)N(c2ccc(F)cc2)C1. Reaction SMILES: [Cl:16][CH2:17][Cl:18].[F:1][c:2]1[cH:3][cH:4][c:5]([N:8]2[C:9](=[O:15])[CH2:10][CH:11]([CH2:13][OH:14])[CH2:12]2)[cH:6][cH:7]1>>[F:1][c:2]1[cH:3][cH:4][c:5]([N:8]2[C:9](=[O:15])[CH2:10][CH:11]([CH:13]=[O:14])[CH2:12]2)[cH:6][cH:7]1. Reactants: CC1=CC=C(CN2CCNCC2)C=C1 (1-(4-methylbenzyl)piperazine), [OH-].[K+] (potassium hydroxide), CS(=O)C (dimethyl sulfoxide), BrCCCCl (1-bromo-3-chloropropane). Solvent: O (Water). Reaction conditions: time 45 minute. Product: Cl.Cl.CC1=CC=C(CN2CCN(CC2)CCCCl)C=C1 (1-(4-methylbenzyl)-4-(3-chloropropyl)piperazine dihydrochloride). The yield is 274.5%. RXN SMILES: [CH3:1][C:2]1[CH:14]=[CH:13][C:5]([CH2:6][N:7]2[CH2:12][CH2:11][NH:10][CH2:9][CH2:8]2)=[CH:4][CH:3]=1.[OH-].[K+].CS(C)=O.Br[CH2:22][CH2:23][CH2:24][Cl:25]>O>[ClH:25].[ClH:25].[CH3:1][C:2]1[CH:3]=[CH:4][C:5]([CH2:6][N:7]2[CH2:12][CH2:11][N:10]([CH2:22][CH2:23][CH2:24][Cl:25])[CH2:9][CH2:8]2)=[CH:13][CH:14]=1 |f:1.2,6.7.8|. Reported procedure: A mixture of 14.0 g of 1-(4-methylbenzyl)piperazine, 8.0 g of potassium hydroxide and 125 ml of dimethyl sulfoxide was stirred for 45 minutes. 11.8 g of 1-bromo-3-chloropropane were then added, and the mixture was stirred for an additional hour. Water was added, and the product was extracted with ether, and the extract was dried (sodium sulfate) and treated with ethereal hydrochloric acid to give 23.3 g (94% of theory) of 1-(4-methylbenzyl)-4-(3-chloropropyl)piperazine dihydrochloride as a white... Reactants: COC1=CC2=C(C(=C2)C(=O)O)C=C1OC (4,5-dimethoxybenzocyclobutene-1-carboxylic acid), C(=O)(N1C=NC=C1)N1C=NC=C1 (carbonyldiimidazole), FC1=CC2=C(C(=NO2)C2CCNCC2)C=C1 (6-fluoro-3-piperid-4-yl-1,2-benzisoxazole). Solvent: O1CCCC1 (tetrahydrofuran), O1CCCC1 (tetrahydrofuran). Reaction conditions: time 2 hour. Product: COC1=CC2=C(C(=C2)C(=O)N2CCC(CC2)C2=NOC3=C2C=CC(=C3)F)C=C1OC (3-[1-(4,5-Dimethoxybenzocyclobuten-1-ylcarbonyl)-4-piperidyl]-6-fluoro-1,2-benzisoxazole). As a reaction SMILES: [CH3:1][O:2][C:3]1[C:13]([O:14][CH3:15])=[CH:12][C:6]2[C:7]([C:9]([OH:11])=O)=[CH:8][C:5]=2[CH:4]=1.C(N1C=CN=C1)(N1C=CN=C1)=O.[F:28][C:29]1[CH:43]=[CH:42][C:32]2[C:33]([CH:36]3[CH2:41][CH2:40][NH:39][CH2:38][CH2:37]3)=[N:34][O:35][C:31]=2[CH:30]=1>O1CCCC1>[CH3:1][O:2][C:3]1[C:13]([O:14][CH3:15])=[CH:12][C:6]2[C:7]([C:9]([N:39]3[CH2:38][CH2:37][CH:36]([C:33]4[C:32]5[CH:42]=[CH:43][C:29]([F:28])=[CH:30][C:31]=5[O:35][N:34]=4)[CH2:41][CH2:40]3)=[O:11])=[CH:8][C:5]=2[CH:4]=1. Procedure: 8.0 g of 4,5-dimethoxybenzocyclobutene-1-carboxylic acid (prepared according to the process described in Tetrahedron (1973) 29 p. 73) are dissolved in 130 ml of tetrahydrofuran, and 6.9 g of carbonyldiimidazole are added. The mixture is stirred at room temperature for 2 hours until the gaseous evolution has ceased. A solution of 8.5 g of 6-fluoro-3-piperid-4-yl-1,2-benzisoxazole in 100 ml of tetrahydrofuran is then added dropwise. The mixture is stirred at room temperature overnight. The expecte... Reactants: FC(C(=O)O)(F)F (trifluoroacetic acid), C(C)(C)(C)OC(NC1CCNCC1)=O (piperidin-4-ylcarbamic acid tert-butyl ester), FC=1C=C(CBr)C=C(C1)C(F)(F)F (3-fluoro-5-(trifluoromethyl)benzyl bromide), C(C)(C)N(CC)C(C)C (diisoproylethylamine). Solvent: ClCCl (dichloromethane). Run at time 2 hour. Yields the product FC=1C=C(CN2CCC(CC2)N)C=C(C1)C(F)(F)F (1-(3-Fluoro-5-trifluoromethyl-benzyl)-piperidin-4-ylamine). Yield: 80.0%. Reaction SMILES: C(OC(=O)[NH:7][CH:8]1[CH2:13][CH2:12][NH:11][CH2:10][CH2:9]1)(C)(C)C.[F:15][C:16]1[CH:17]=[C:18]([CH:21]=[C:22]([C:24]([F:27])([F:26])[F:25])[CH:23]=1)[CH2:19]Br.C(N(C(C)C)CC)(C)C.FC(F)(F)C(O)=O>ClCCl>[F:15][C:16]1[CH:17]=[C:18]([CH:21]=[C:22]([C:24]([F:25])([F:26])[F:27])[CH:23]=1)[CH2:19][N:11]1[CH2:10][CH2:9][CH:8]([NH2:7])[CH2:13][CH2:12]1. Reported procedure: A mixture of piperidin-4-ylcarbamic acid tert-butyl ester (4 g, 20 mmol), 3-fluoro-5-(trifluoromethyl)benzyl bromide (4.6 g, 18.1 mmol) and diisoproylethylamine (4.7 ml, 27.1 mmol) in dichloromethane (25 ml) was stirred at room temperature for 2 h. After this period, trifluoroacetic acid (32 ml) was added and the reaction mixture was stirred for a further 2 h. The solvent was evaporated in vacuo and a saturated solution of sodium carbonate was added. The mixture was extracted with dichloromethan... The reactants are COC1C(C(=O)O)=CC=C(C1=C=O)N1CCCCC2=C1C=CC=C2 (2-methoxy-4-(2,3,4,5-tetrahydro-1H-1-benzazepin-1-yl)-carbonylbenzoic acid), NC1=CC=CC=2N(C(=NC21)C)C(=O)OC(C)(C)C (4-amino-1-tert-butoxycarbonyl-2-methyl-1H-benzimidazole), WSCD·HCl, OS1C=NC2=C1C=CC=C2 (1-hydroxybenzotiazole). Solvent: CN(C=O)C (N,N-dimethylformamide), C(C)(=O)OCC (ethyl acetate). Conditions: time 8 hour. The product is COC1C(C(=O)NC2=CC=CC=3N(C(=NC32)C)C(=O)OC(C)(C)C)=CC=C(C1=C=O)N1CCCCC3=C1C=CC=C3 (2-methoxy-N-[2-methyl-1-(tert-butoxycarbonyl)-1H-benzimidazol-4-yl]-4-(2,3,4,5-tetrahydro-1H-1-benzazepin-1-yl)-carbonylbenzamide). Isolated yield 54.3%. RXN SMILES: [CH3:1][O:2][CH:3]1[C:11](=[C:12]=[O:13])[C:10]([N:14]2[C:20]3[CH:21]=[CH:22][CH:23]=[CH:24][C:19]=3[CH2:18][CH2:17][CH2:16][CH2:15]2)=[CH:9][CH:8]=[C:4]1[C:5]([OH:7])=O.[NH2:25][C:26]1[C:34]2[N:33]=[C:32]([CH3:35])[N:31]([C:36]([O:38][C:39]([CH3:42])([CH3:41])[CH3:40])=[O:37])[C:30]=2[CH:29]=[CH:28][CH:27]=1.OS1C2C=CC=CC=2N=C1>CN(C)C=O.C(OCC)(=O)C>[CH3:1][O:2][CH:3]1[C:11](=[C:12]=[O:13])[C:10]([N:14]2[C:20]3[CH:21]=[CH:22][CH:23]=[CH:24][C:19]=3[CH2:18][CH2:17][CH2:16][CH2:15]2)=[CH:9][CH:8]=[C:4]1[C:5]([NH:25][C:26]1[C:34]2[N:33]=[C:32]([CH3:35])[N:31]([C:36]([O:38][C:39]([CH3:42])([CH3:41])[CH3:40])=[O:37])[C:30]=2[CH:29]=[CH:28][CH:27]=1)=[O:7]. Reported procedure: A mixture of 2-methoxy-4-(2,3,4,5-tetrahydro-1H-1-benzazepin-1-yl)-carbonylbenzoic acid (200 mg), 4-amino-1-tert-butoxycarbonyl-2-methyl-1H-benzimidazole (152 mg), WSCD·HCl [water soluble carbodiimide, 1-ethyl-3-(3-dimethylaminopropyl)carbodiimide hydrochloride, 141 mg] and 1-hydroxybenzotiazole (100 mg) in N,N-dimethylformamide (5 ml) was stirred at room temperature overnight, and the mixture was diluted with ethyl acetate. The solution was washed successively with saturated aqueous sodium hydr... Starting materials: ClC1=NN2C(C(=N1)N(CC1=CC=C(C=C1)OC)CC)=NC=C2C#N (2-chloro-4-(ethyl(4-methoxybenzyl)amino)imidazo[2,1-f][1,2,4]triazine-7-carbonitrile), CC(C)C1=CC(=C(C(=C1)C(C)C)C2=C(C=CC(=C2P(C3CCCCC3)C4CCCCC4)OC)OC)C(C)C (Brettphos), C(=O)([O-])[O-].[Cs+].[Cs+] (Cs2CO3), ClC1=NN2C(C(=N1)N(CC1=CC=C(C=C1)OC)CC)=NC=C2C#N (2-chloro-4-(ethyl(4-methoxybenzyl)amino)imidazo[2,1-f][1,2,4]triazine-7-carbonitrile), CN(C)C[C@H]1[C@@H](C1)C1=CNC2=CC(=CC=C12)C#N (rac-3-((1r,2r)-2-((dimethylamino)methyl)cyclopropyl)-1H-indole-6-carbonitrile). Reagents/catalysts: CC(=O)[O-].CC(=O)[O-].[Pd+2] (Pd(OAc)2). Reaction conditions: temperature 110 celsius. The product is C(#N)C1=CC=C2C(=CN(C2=C1)C1=NN2C(C(=N1)N(CC1=CC=C(C=C1)OC)CC)=NC=C2C#N)[C@H]2[C@@H](C2)CN(C)C ((+/−)-2-(6-cyano-3-((1r,2r)-2-((dimethylamino)methyl)cyclopropyl)-1H-indol-1-yl)-4-(ethyl(4-methoxybenzyl)amino)imidazo[2,1-f][1,2,4]triazine-7-carbonitrile). Isolated yield 78.0%. RXN SMILES: Cl[C:2]1[N:7]=[C:6]([N:8]([CH2:18][CH3:19])[CH2:9][C:10]2[CH:15]=[CH:14][C:13]([O:16][CH3:17])=[CH:12][CH:11]=2)[C:5]2=[N:20][CH:21]=[C:22]([C:23]#[N:24])[N:4]2[N:3]=1.[CH3:25][N:26]([CH2:28][C@@H:29]1[CH2:31][C@H:30]1[C:32]1[C:40]2[C:35](=[CH:36][C:37]([C:41]#[N:42])=[CH:38][CH:39]=2)[NH:34][CH:33]=1)[CH3:27].CC(C1C=C(C(C)C)C(C2C(P(C3CCCCC3)C3CCCCC3)=C(OC)C=CC=2OC)=C(C(C)C)C=1)C.C([O-])([O-])=O.[Cs+].[Cs+]>CC([O-])=O.CC([O-])=O.[Pd+2]>[C:41]([C:37]1[CH:36]=[C:35]2[C:40]([C:32]([C@@H:30]3[CH2:31][C@H:29]3[CH2:28][N:26]([CH3:27])[CH3:25])=[CH:33][N:34]2[C:2]2[N:7]=[C:6]([N:8]([CH2:18][CH3:19])[CH2:9][C:10]3[CH:15]=[CH:14][C:13]([O:16][CH3:17])=[CH:12][CH:11]=3)[C:5]3=[N:20][CH:21]=[C:22]([C:23]#[N:24])[N:4]3[N:3]=2)=[CH:39][CH:38]=1)#[N:42] |f:3.4.5,6.7.8|. Reported procedure: A 5 ml microwave vial was loaded with 2-chloro-4-(ethyl(4-methoxybenzyl)amino)imidazo[2,1-f][1,2,4]triazine-7-carbonitrile (Intermediate 10) (110 mg, 0.321 mmol), rac-3-((1r,2r)-2-((dimethylamino)methyl)cyclopropyl)-1H-indole-6-carbonitrile (50 mg, 0.209 mmol), Pd(OAc)2 (5 mg, 0.022 mmol), Brettphos (CAS 1070663-78-3) (35 mg, 0.065 mmol) and Cs2CO3 (powder, 80 mesh, 210 mg, 0.645 mmol). The vial was sealed, evacuated and flushed with nitrogen 4×. Dioxane (3 ml) was added and the vial evacuated a... The reactants are FC(C(=O)O)(F)F (trifluoroacetic acid), N1=C(C=CC=C1)SSCC=1C=CC2=C(C=C(O2)C(=O)NC=2C=C3C=C(NC3=CC2)C(=O)OC(C)(C)C)C1 (t-Butyl 5-{[5-(2-pyridyldithiomethyl)benzofuran-2-ylcarbonyl]amino}indole-2-carboxylate). Reaction conditions: time 2 hour. The product is N1=C(C=CC=C1)SSCC=1C=CC2=C(C=C(O2)C(=O)O)C1 (5-(2-pyridyldithiomethyl)benzofuran-2-carboxylic acid). As a reaction SMILES: F[C:2](F)(F)[C:3]([OH:5])=[O:4].[N:8]1[CH:13]=[CH:12][CH:11]=[CH:10][C:9]=1[S:14][S:15][CH2:16][C:17]1[CH:18]=[CH:19][C:20]2[O:24]C(C(NC3C=C4C(=CC=3)NC(C(OC(C)(C)C)=O)=C4)=O)=[CH:22][C:21]=2[CH:44]=1>>[N:8]1[CH:13]=[CH:12][CH:11]=[CH:10][C:9]=1[S:14][S:15][CH2:16][C:17]1[CH:18]=[CH:19][C:20]2[O:24][C:2]([C:3]([OH:5])=[O:4])=[CH:22][C:21]=2[CH:44]=1. Reported procedure: To 4 mL trifluoroacetic acid, cooled to 0° C. and stirred under argon, was added 16 (120 mg, 0.23 mmol). After 2 h, trifluoroacetic acid was removed under reduced pressure to give 15 as an off-white solid: NMR (acetone-d6) d 4.3 (2,2H), δ7.3-8.7 (m, 12H). The reactants are O (water), Cl.ClC=1C=C(C=CC1)N1CCNCC1 (1-(3-Chlorophenyl)piperazine hydrochloride), BrCCCNC(OCC1=CC=CC=C1)=O (benzyl 3-bromopropylcarbamate), C([O-])([O-])=O.[K+].[K+] (potassium carbonate). The solvent is CN(C=O)C (dimethylformamide). Yields the product ClC=1C=C(C=CC1)N1CCN(CC1)CCCNC(OCC1=CC=CC=C1)=O (Benzyl 3-(4-(3-chlorophenyl)piperazin-1-yl)propylcarbamate). Yield: 73.1%. RXN SMILES: Cl.[Cl:2][C:3]1[CH:4]=[C:5]([N:9]2[CH2:14][CH2:13][NH:12][CH2:11][CH2:10]2)[CH:6]=[CH:7][CH:8]=1.Br[CH2:16][CH2:17][CH2:18][NH:19][C:20](=[O:29])[O:21][CH2:22][C:23]1[CH:28]=[CH:27][CH:26]=[CH:25][CH:24]=1.C(=O)([O-])[O-].[K+].[K+].O>CN(C)C=O>[Cl:2][C:3]1[CH:4]=[C:5]([N:9]2[CH2:14][CH2:13][N:12]([CH2:16][CH2:17][CH2:18][NH:19][C:20](=[O:29])[O:21][CH2:22][C:23]3[CH:28]=[CH:27][CH:26]=[CH:25][CH:24]=3)[CH2:11][CH2:10]2)[CH:6]=[CH:7][CH:8]=1 |f:0.1,3.4.5|. Reported procedure: 1-(3-Chlorophenyl)piperazine hydrochloride (5 g, 25.4 mmol), benzyl 3-bromopropylcarbamate (8.3 g, 30.5 mmol) and potassium carbonate (10.5 g, 75.9 mmol) were heated to 80° C. in dimethylformamide (100 ml) for overnight under nitrogen condition. After the reaction complete, the reaction mixture was cooled to room temperature and water was added. The organic layer was extracted with ethyl acetate, and washed with water and brine. After drying with MgSO4, the organic layer was filtered and evapora... Starting materials: ClC(Cl)Cl, CSc1ccc2c(c1)C(Cl)Cc1cc(C)ccc1O2, O=C1CCCCN1CCN1CCNCC1. Product: CSc1ccc2c(c1)C(N1CCN(CCN3CCCCC3=O)CC1)Cc1cc(C)ccc1O2. Reaction SMILES: [CH:35]([Cl:36])([Cl:37])[Cl:38].[Cl:1][CH:2]1[CH2:3][c:4]2[c:5]([cH:15][cH:16][c:17]([CH3:19])[cH:18]2)[O:6][c:7]2[c:8]1[cH:9][c:10]([S:13][CH3:14])[cH:11][cH:12]2.[N:20]1([CH2:26][CH2:27][N:28]2[C:29](=[O:34])[CH2:30][CH2:31][CH2:32][CH2:33]2)[CH2:21][CH2:22][NH:23][CH2:24][CH2:25]1>>[CH:2]1([N:23]2[CH2:22][CH2:21][N:20]([CH2:26][CH2:27][N:28]3[C:29](=[O:34])[CH2:30][CH2:31][CH2:32][CH2:33]3)[CH2:25][CH2:24]2)[CH2:3][c:4]2[c:5]([cH:15][cH:16][c:17]([CH3:19])[cH:18]2)[O:6][c:7]2[c:8]1[cH:9][c:10]([S:13][CH3:14])[cH:11][cH:12]2.